Task: describe an organic reaction: reactants, conditions, products, and yield. Dataset: the Open Reaction Database (ORD), a public repository of structured organic reaction records Run at temperature -5 celsius. Run in C(C)#N (acetonitrile), C(C)#N (acetonitrile), C(C)#N (acetonitrile). Procedure details: 200 ml of acetonitrile and 200 ml of N,N-dimethylformamide were added to 60.4 g of 2-(4-aminophenyl)-1-formylhydrazine to be dissolved, followed by cooling to -5° C. 65.6 g of metanitrophenyl isocyanate dissolved in 200 ml of acetonitrile was added dropwise thereto. During this dropwise addition, the solution was cooled with stirring so that the temperature thereof would not exceed -5° C. A further 300 ml of acetonitrile was added at 0° C., and after stirring for 3 hours, formed crystals were fi... The reactants are CN(C=O)C (N,N-dimethylformamide), NC1=CC=C(C=C1)NNC=O (2-(4-aminophenyl)-1-formylhydrazine), [N+](=O)([O-])C=1C=C(C=CC1)N=C=O (metanitrophenyl isocyanate). The product is [N+](=O)([O-])C=1C=C(C=CC1)NC(NC1=CC=C(C=C1)NNC=O)=O (2-{4-[3-(3-Nitrophenyl)ureido]phenyl}-1-formylhydrazine). As a reaction SMILES: CN(C)C=O.[NH2:6][C:7]1[CH:12]=[CH:11][C:10]([NH:13][NH:14][CH:15]=[O:16])=[CH:9][CH:8]=1.[N+:17]([C:20]1[CH:21]=[C:22]([N:26]=[C:27]=[O:28])[CH:23]=[CH:24][CH:25]=1)([O-:19])=[O:18]>C(#N)C>[N+:17]([C:20]1[CH:21]=[C:22]([NH:26][C:27](=[O:28])[NH:6][C:7]2[CH:8]=[CH:9][C:10]([NH:13][NH:14][CH:15]=[O:16])=[CH:11][CH:12]=2)[CH:23]=[CH:24][CH:25]=1)([O-:19])=[O:18]. As a reaction SMILES: [CH3:27][C:28](=[O:29])[OH:30].[Cl:1][CH:2]([C:3]([O:4][c:5]1[cH:6][cH:7][c:8]([N:11]=[N:12][c:13]2[cH:14][cH:15][c:16]([N+:17]([O-:18])=[O:19])[cH:20][cH:21]2)[n:9][cH:10]1)([F:22])[F:23])[F:24].[H:25][H:26].[Pd:31]>>[Cl:1][CH:2]([C:3]([O:4][c:5]1[cH:6][cH:7][c:8]([NH2:11])[n:9][cH:10]1)([F:22])[F:23])[F:24]. The reactants are CC(=O)O, O=[N+]([O-])c1ccc(N=Nc2ccc(OC(F)(F)C(F)Cl)cn2)cc1, [H][H], [Pd]. Yields the product Nc1ccc(OC(F)(F)C(F)Cl)cn1. Starting materials: CN1CCCC1=O, Cc1cccc(-c2nc(Cl)cc(Cl)n2)n1, [K+], [K+], O=C([O-])[O-], NCc1cccc2[nH]ccc12. Yields the product Cc1cccc(-c2nc(Cl)cc(NCc3cccc4[nH]ccc34)n2)n1. RXN SMILES: [CH3:33][N:34]1[CH2:35][CH2:36][CH2:37][C:38]1=[O:39].[Cl:1][c:2]1[n:3][c:4](-[c:9]2[n:10][c:11]([CH3:15])[cH:12][cH:13][cH:14]2)[n:5][c:6]([Cl:8])[cH:7]1.[K+:27].[K+:28].[O-:29][C:30]([O-:31])=[O:32].[nH:16]1[cH:17][cH:18][c:19]2[c:20]([CH2:25][NH2:26])[cH:21][cH:22][cH:23][c:24]12>>[c:2]1([NH:26][CH2:25][c:20]2[c:19]3[cH:18][cH:17][nH:16][c:24]3[cH:23][cH:22][cH:21]2)[n:3][c:4](-[c:9]2[n:10][c:11]([CH3:15])[cH:12][cH:13][cH:14]2)[n:5][c:6]([Cl:8])[cH:7]1. Reaction SMILES: [BrH:37].[C:27]([OH:28])(=[O:29])[CH3:30].[CH3:38][CH2:39][O:40][C:41]([CH3:42])=[O:43].[NH2:1][c:2]1[c:3]([C:25]#[N:26])[n:4][c:5](-[c:15]2[n:16][n:17]([CH:22]([CH3:23])[CH3:24])[c:18](=[O:21])[cH:19][cH:20]2)[c:6](-[c:8]2[cH:9][cH:10][c:11]([F:14])[cH:12][cH:13]2)[n:7]1.[Na+:36].[O-:32][C:33]([OH:34])=[O:35].[OH2:31]>>[NH2:1][c:2]1[c:3]([C:25]([NH2:26])=[O:29])[n:4][c:5](-[c:15]2[n:16][n:17]([CH:22]([CH3:23])[CH3:24])[c:18](=[O:21])[cH:19][cH:20]2)[c:6](-[c:8]2[cH:9][cH:10][c:11]([F:14])[cH:12][cH:13]2)[n:7]1. Starting materials: Br, CC(=O)O, CCOC(C)=O, CC(C)n1nc(-c2nc(C#N)c(N)nc2-c2ccc(F)cc2)ccc1=O, [Na+], O=C([O-])O, O. The product is CC(C)n1nc(-c2nc(C(N)=O)c(N)nc2-c2ccc(F)cc2)ccc1=O. Starting materials: ClC=1N=C(C2=C(N1)C=C(S2)NC(CC(C)(C)C)=O)N2CCOCC2 (N-(2-chloro-4-morpholinothieno[3,2-d]pyrimidin-6-yl)-3,3-dimethylbutanamide), CC1(OB(OC1(C)C)C1=C2C=NNC2=CC=C1)C (4-(4,4,5,5-tetramethyl-[1,3,2]dioxaborolan-2-yl)-1H-indazole). The product is N1N=CC2=C(C=CC=C12)C=1N=C(C2=C(N1)C=C(S2)NC(CC(C)(C)C)=O)N2CCOCC2 (N-(2-(1H-indazol-4-yl)-4-morpholinothieno[3,2-d]pyrimidin-6-yl)-3,3-dimethylbutanamide). As a reaction SMILES: Cl[C:2]1[N:3]=[C:4]([N:19]2[CH2:24][CH2:23][O:22][CH2:21][CH2:20]2)[C:5]2[S:10][C:9]([NH:11][C:12](=[O:18])[CH2:13][C:14]([CH3:17])([CH3:16])[CH3:15])=[CH:8][C:6]=2[N:7]=1.CC1(C)C(C)(C)OB([C:33]2[CH:41]=[CH:40][CH:39]=[C:38]3[C:34]=2[CH:35]=[N:36][NH:37]3)O1>>[NH:37]1[C:38]2[C:34](=[C:33]([C:2]3[N:3]=[C:4]([N:19]4[CH2:24][CH2:23][O:22][CH2:21][CH2:20]4)[C:5]4[S:10][C:9]([NH:11][C:12](=[O:18])[CH2:13][C:14]([CH3:17])([CH3:16])[CH3:15])=[CH:8][C:6]=4[N:7]=3)[CH:41]=[CH:40][CH:39]=2)[CH:35]=[N:36]1. Procedure details: Crude N-(2-chloro-4-morpholinothieno[3,2-d]pyrimidin-6-yl)-3,3-dimethylbutanamide (55 mg) was coupled to 4-(4,4,5,5-tetramethyl-1,3,2-dioxaborolan-2-yl)-1H-indazole 7 via General Procedure A. The product was purified by reverse phase HPLC to yield 16.9 mg of 173. MS (Q1) 451 (M)+ Reactants: C1(=CC=C(C=C1)S(=O)(=O)[O-])C.[NH+]1=CC=CC=C1 (Pyridinium p-toluenesulfonate), C(C)OC(C)OC1(CC\C=C/C(=O)OC(C(/C=C/C1O)C)\C(=C\C=C\C(CC1C(C(C(CC)OC(C)OCC)C)O1)C)\C)C ((2Z,8E,12E,14E)-6,21-di(1-ethoxyethoxy)-7-hydroxy-6,10,12,16,20-pentamethyl-18,19-epoxytricosa-2,8,12,14-tetraen-11-olide). Solvent: CO (methanol). Conditions: time 1 hour. The product is OC1(CC\C=C/C(=O)OC(C(/C=C/C1O)C)\C(=C\C=C\C(CC1C(C(C(CC)O)C)O1)C)\C)C ((2Z,8E,12E,14E)-6,7,21-Trihydroxy-6,10,12,16,20-pentamethyl-18,19-epoxytricosa-2,8,12,14-tetraen-11-olide). The yield is 68.5%. RXN SMILES: C1(C)C=CC(S([O-])(=O)=O)=CC=1.[NH+]1C=CC=CC=1.C(OC([O:23][C:24]1([CH3:61])[CH:36]([OH:37])[CH:35]=[CH:34][CH:33]([CH3:38])[CH:32](/[C:39](/[CH3:60])=[CH:40]/[CH:41]=[CH:42]/[CH:43]([CH3:59])[CH2:44][CH:45]2[O:58][CH:46]2[CH:47]([CH3:57])[CH:48]([O:51]C(OCC)C)[CH2:49][CH3:50])[O:31][C:29](=[O:30])[CH:28]=[CH:27][CH2:26][CH2:25]1)C)C>CO>[OH:23][C:24]1([CH3:61])[CH:36]([OH:37])[CH:35]=[CH:34][CH:33]([CH3:38])[CH:32](/[C:39](/[CH3:60])=[CH:40]/[CH:41]=[CH:42]/[CH:43]([CH3:59])[CH2:44][CH:45]2[O:58][CH:46]2[CH:47]([CH3:57])[CH:48]([OH:51])[CH2:49][CH3:50])[O:31][C:29](=[O:30])[CH:28]=[CH:27][CH2:26][CH2:25]1 |f:0.1|. Reported procedure: Pyridinium p-toluenesulfonate (2 mg, 7.7 μmol) was added to a solution of (2Z,8E,12E,14E)-6,21-di(1-ethoxyethoxy)-7-hydroxy-6,10,12,16,20-pentamethyl-18,19-epoxytricosa-2,8,12,14-tetraen-11-olide (6.3 mg, 10.1 μmol) in methanol (1.5 mL), followed by stirring at room temperature for one hour. The reaction solution was evaporated, and to the resulting residue were added ethyl acetate, water and a saturated sodium bicarbonate aqueous solution. The mixture was extracted with ethyl acetate, and the r... Reactants: BrCC(C(=O)OCC)=O (Ethyl 3-bromo-2-oxopropanoate), C(CC)(N)=S (propanethioamide). Solvent: C(C)O (ethanol). Product: iso-hexanes, C(C)C=1SC=C(N1)C(=O)OCC (Ethyl 2-ethylthiazole-4-carboxylate). Reaction SMILES: Br[CH2:2][C:3](=O)[C:4]([O:6][CH2:7][CH3:8])=[O:5].[C:10](=[S:14])([NH2:13])[CH2:11][CH3:12]>C(O)C>[CH2:11]([C:10]1[S:14][CH:2]=[C:3]([C:4]([O:6][CH2:7][CH3:8])=[O:5])[N:13]=1)[CH3:12]. Reported procedure: Ethyl 3-bromo-2-oxopropanoate (4.10 mL, 32.67 mmol) was added dropwise over 10 min to a stirred solution of propanethioamide (3 g, 33.65 mmol) in ethanol (40 mL) cooled in an ice bath. After 16 h the reaction mixture was evaporated in vacuo. Purification was by silica gel chromatography eluting with EtOAc:iso-hexanes, 1:3 to give the sub-title compound as a yellow oil. Yield: 2.78 g The reactants are [Al+3], C1CCOC1, CN1CCN(C(=O)Cc2ccc(N)cc2)CC1, [H-], [H-], [H-], [H-], [Li+]. Yields the product CN1CCN(CCc2ccc(N)cc2)CC1. As a reaction SMILES: [Al+3:19].[CH2:24]1[O:25][CH2:26][CH2:27][CH2:28]1.[CH3:1][N:2]1[CH2:3][CH2:4][N:5]([C:8](=[O:9])[CH2:10][c:11]2[cH:12][cH:13][c:14]([NH2:15])[cH:16][cH:17]2)[CH2:6][CH2:7]1.[H-:18].[H-:21].[H-:22].[H-:23].[Li+:20]>>[CH3:1][N:2]1[CH2:3][CH2:4][N:5]([CH2:8][CH2:10][c:11]2[cH:12][cH:13][c:14]([NH2:15])[cH:16][cH:17]2)[CH2:6][CH2:7]1. Reactants: COc1cc(NC(=O)OC(C)(C)C)cc(OCCN2CCOCC2)c1OC, ClCCl, O=C(O)C(F)(F)F. The product is COc1cc(N)cc(OCCN2CCOCC2)c1OC. RXN SMILES: [C:1]([O:2][C:3](=[O:4])[NH:7][c:8]1[cH:9][c:10]([O:25][CH3:26])[c:11]([O:23][CH3:24])[c:12]([O:14][CH2:15][CH2:16][N:17]2[CH2:18][CH2:19][O:20][CH2:21][CH2:22]2)[cH:13]1)([CH3:5])([CH3:6])[CH3:27].[Cl:28][CH2:29][Cl:30].[F:31][C:32]([F:33])([F:34])[C:35]([OH:36])=[O:37]>>[NH2:7][c:8]1[cH:9][c:10]([O:25][CH3:26])[c:11]([O:23][CH3:24])[c:12]([O:14][CH2:15][CH2:16][N:17]2[CH2:18][CH2:19][O:20][CH2:21][CH2:22]2)[cH:13]1.